Task: describe an organic reaction: reactants, conditions, products, and yield. Dataset: the Open Reaction Database (ORD), a public repository of structured organic reaction records Starting materials: O=P12OP3(=O)OP(=O)(O1)OP(=O)(O2)O3 (phosphorus pentoxide), C(C)(=O)OCC (Ethyl acetate), [OH-].[Na+] (sodium hydroxide), [OH-].[Na+] (sodium hydroxide), O=P12OP3(=O)OP(=O)(O1)OP(=O)(O2)O3 (phosphorus pentoxide), C(C)C1=CC=C(C=C1)NCCC(=O)OCC (ethyl N-(4-ethylphenyl)-beta-alaninate), C(C)(=O)OCC (ethyl acetate). Solvent: CS(=O)(=O)O (methane sulfonic acid), CO (methanol). Run at temperature 130 celsius, time 8 hour. Product: C(C)C=1C=C2C(CCNC2=CC1)=O (6-Ethyl-2,3-dihydroquinolin-4(1H)-one). Isolated yield 24.8%. Reaction SMILES: O=P12OP3(OP(OP(O3)(O1)=O)(=O)O2)=O.[CH2:15]([C:17]1[CH:22]=[CH:21][C:20]([NH:23][CH2:24][CH2:25][C:26]([O:28]CC)=O)=[CH:19][CH:18]=1)[CH3:16].[OH-].[Na+].C(OCC)(=O)C>CS(O)(=O)=O.CO>[CH2:15]([C:17]1[CH:18]=[C:19]2[C:20](=[CH:21][CH:22]=1)[NH:23][CH2:24][CH2:25][C:26]2=[O:28])[CH3:16] |f:2.3|. Procedure: A solution of phosphorus pentoxide (19.53 g) in methane sulfonic acid (200 mL) was heated to 130° C. The mixture was stirred at 130° C. for one hour until all the phosphorus pentoxide had dissolved. The mixuture was allowed to cool for 15 minutes and ethyl N-(4-ethylphenyl)-beta-alaninate (19.53 g of mono and di-ester mixture) was added. The mixture was heated to 130° C. for one hour and allowed to slowly cool overnight. The mixture was then cooled in an ice bath and 10N sodium hydroxide was add... The reactants are COC(C(C[C@@H]1OCCC1)C1=CC(=C(C=C1)S(=O)(=O)C)Cl)=O (2-(3-chloro-4-methanesulfonyl-phenyl)-3-(tetrahydro-furan-2(R)-yl)-propionic acid methyl ester), O.[OH-].[Li+] (lithium hydroxide monohydrate). Solvent: C(C)O (ethanol), O (water). Reaction conditions: temperature 25 celsius. Yields the product ClC=1C=C(C=CC1S(=O)(=O)C)C(C(=O)O)C[C@@H]1OCCC1 (2-(3-chloro-4-methanesulfonyl-phenyl)-3-(tetrahydro-furan-2(R)-yl)-propionic acid). Yield: 97.1%. As a reaction SMILES: C[O:2][C:3](=[O:22])[CH:4]([C:11]1[CH:16]=[CH:15][C:14]([S:17]([CH3:20])(=[O:19])=[O:18])=[C:13]([Cl:21])[CH:12]=1)[CH2:5][C@H:6]1[CH2:10][CH2:9][CH2:8][O:7]1.O.[OH-].[Li+]>C(O)C.O>[Cl:21][C:13]1[CH:12]=[C:11]([CH:4]([CH2:5][C@H:6]2[CH2:10][CH2:9][CH2:8][O:7]2)[C:3]([OH:22])=[O:2])[CH:16]=[CH:15][C:14]=1[S:17]([CH3:20])(=[O:19])=[O:18] |f:1.2.3|. Procedure: 2-(3-chloro-4-methanesulfonyl-phenyl)-3-(tetrahydro-furan-2(R)-yl)-propionic acid methyl ester (180 mg, 0.52 mmol) was dissolved in ethanol (5 mL) and treated with a solution of lithium hydroxide monohydrate (54 mg, 1.3 mmol) in water (1 mL) at 25° C. It was stirred at 25° C. until the starting material was all consumed by TLC. The reaction was then concentrated in vacuo to remove the ethanol. The remaining aqueous layer was then acidified to pH=2 with an aqueous 1N hydrochloric acid solution. T... Reactants: CCN=C=NCCCN(C)C, CN(C)C=O, CCOC(C)=O, Cl, O=C(O)c1ccc(F)c2ccccc12, CC(C)(C)c1cccc(CC(N)C(O)c2cccc(Cl)c2)c1, O, On1nnc2ccccc21. Yields the product CC(C)(C)c1cccc(CC(NC(=O)c2ccc(F)c3ccccc23)C(O)c2cccc(Cl)c2)c1. RXN SMILES: [CH2:49]([N:50]=[C:51]=[N:52][CH2:53][CH2:54][CH2:55][N:56]([CH3:57])[CH3:58])[CH3:59].[CH3:60][N:61]([CH3:62])[CH:63]=[O:64].[CH3:65][CH2:66][O:67][C:68](=[O:69])[CH3:70].[ClH:48].[F:23][c:24]1[cH:25][cH:26][c:27]([C:34](=[O:35])[OH:36])[c:28]2[cH:29][cH:30][cH:31][cH:32][c:33]12.[NH2:1][CH:2]([CH:3]([OH:4])[c:5]1[cH:6][c:7]([Cl:11])[cH:8][cH:9][cH:10]1)[CH2:12][c:13]1[cH:14][c:15]([C:19]([CH3:20])([CH3:21])[CH3:22])[cH:16][cH:17][cH:18]1.[OH2:37].[OH:38][n:39]1[c:40]2[cH:41][cH:42][cH:43][cH:44][c:45]2[n:46][n:47]1>>[NH:1]([CH:2]([CH:3]([OH:4])[c:5]1[cH:6][c:7]([Cl:11])[cH:8][cH:9][cH:10]1)[CH2:12][c:13]1[cH:14][c:15]([C:19]([CH3:20])([CH3:21])[CH3:22])[cH:16][cH:17][cH:18]1)[C:34]([c:27]1[cH:26][cH:25][c:24]([F:23])[c:33]2[c:28]1[cH:29][cH:30][cH:31][cH:32]2)=[O:35]. Reactants: ClC1=C(C=O)C=CC(=C1)OC(C1=CC=C(C=C1)CCCCCCC)=O (2-chloro-4-[(p-heptylbenzoyl)oxy]benzaldehyde), CC(=O)C.OS(=O)(=O)O.O=[Cr](=O)=O (Jones' reagent). The solvent is CC(=O)C (acetone). Reaction conditions: time 1 hour. Product: ClC1=C(C(=O)O)C=CC(=C1)OC(C1=CC=C(C=C1)CCCCCCC)=O (2-chloro-4-[(p-heptylbenzoyl)oxy]benzoic acid). As a reaction SMILES: [Cl:1][C:2]1[CH:9]=[C:8]([O:10][C:11](=[O:25])[C:12]2[CH:17]=[CH:16][C:15]([CH2:18][CH2:19][CH2:20][CH2:21][CH2:22][CH2:23][CH3:24])=[CH:14][CH:13]=2)[CH:7]=[CH:6][C:3]=1[CH:4]=[O:5].CC(C)=[O:28].OS(O)(=O)=O.O=[Cr](=O)=O>CC(C)=O>[Cl:1][C:2]1[CH:9]=[C:8]([O:10][C:11](=[O:25])[C:12]2[CH:13]=[CH:14][C:15]([CH2:18][CH2:19][CH2:20][CH2:21][CH2:22][CH2:23][CH3:24])=[CH:16][CH:17]=2)[CH:7]=[CH:6][C:3]=1[C:4]([OH:28])=[O:5] |f:1.2.3|. Procedure details: The resulting, crude 2-chloro-4-[(p-heptylbenzoyl)oxy]benzaldehyde is dissolved in 350 ml of acetone. Within 40 minutes there are added dropwise thereto 30 ml of Jones' reagent, the mixture warming slightly. The mixture is stirred for a further 1 hour, precipitated inorganic material is then filtered off under suction, the filtrate is diluted with 300 ml of water (the product precipitating), concentrated on a rotary evaporator to about 300 ml and the suspension obtained is suction filtered. The ... Starting materials: CC(CCCS(=O)(=O)O)N(c1cc(Cl)ccc1F)S(=O)(=O)c1ccc(Cl)cc1, ClP(Cl)(Cl)(Cl)Cl. The product is CC(CCCS(=O)(=O)Cl)N(c1cc(Cl)ccc1F)S(=O)(=O)c1ccc(Cl)cc1. As a reaction SMILES: [Cl:1][c:2]1[cH:3][cH:4][c:5]([F:28])[c:6]([N:8]([CH:9]([CH2:10][CH2:11][CH2:12][S:13](=[O:14])(=[O:15])[OH:16])[CH3:17])[S:18](=[O:19])(=[O:20])[c:21]2[cH:22][cH:23][c:24]([Cl:27])[cH:25][cH:26]2)[cH:7]1.[Cl:29][P:30]([Cl:31])([Cl:32])([Cl:33])[Cl:34]>>[Cl:1][c:2]1[cH:3][cH:4][c:5]([F:28])[c:6]([N:8]([CH:9]([CH2:10][CH2:11][CH2:12][S:13](=[O:14])(=[O:15])[Cl:29])[CH3:17])[S:18](=[O:19])(=[O:20])[c:21]2[cH:22][cH:23][c:24]([Cl:27])[cH:25][cH:26]2)[cH:7]1. As a reaction SMILES: [CH2:45]1[O:46][CH2:47][CH2:48][O:49][CH2:50]1.[ClH:44].[NH2:1][c:2]1[n:3][c:4]([N:37]2[CH2:38][CH2:39][N:40]([CH3:43])[CH2:41][CH2:42]2)[cH:5][c:6]([N:8]2[CH2:9][c:10]3[cH:11][c:12](-[c:18]4[cH:19][n:20][c:21]([N:24]5[CH2:25][CH2:26][N:27]([C:30]([O:31][C:32]([CH3:33])([CH3:34])[CH3:35])=[O:36])[CH2:28][CH2:29]5)[n:22][cH:23]4)[cH:13][cH:14][c:15]3[CH2:16][CH2:17]2)[n:7]1.[OH2:51]>>[NH2:1][c:2]1[n:3][c:4]([N:37]2[CH2:38][CH2:39][N:40]([CH3:43])[CH2:41][CH2:42]2)[cH:5][c:6]([N:8]2[CH2:9][c:10]3[cH:11][c:12](-[c:18]4[cH:19][n:20][c:21]([N:24]5[CH2:25][CH2:26][NH:27][CH2:28][CH2:29]5)[n:22][cH:23]4)[cH:13][cH:14][c:15]3[CH2:16][CH2:17]2)[n:7]1. The product is CN1CCN(c2cc(N3CCc4ccc(-c5cnc(N6CCNCC6)nc5)cc4C3)nc(N)n2)CC1. The reactants are C1COCCO1, Cl, CN1CCN(c2cc(N3CCc4ccc(-c5cnc(N6CCN(C(=O)OC(C)(C)C)CC6)nc5)cc4C3)nc(N)n2)CC1, O. Reactants: CC(C)=C (isobutylene), OS(=O)(=O)O (H2SO4), Cl.C1(CCC1)C=1C=C(C[C@H](N)C(=O)O)C=CC1 (3-cyclobutyl-L-phenylalanine HCl), amine, Cl (HCl). Run in O1CCOCC1 (1,4-dioxane). Yields the product C1(CCC1)C=1C=C(C[C@H](N)C(=O)OC(C)(C)C)C=CC1 (tert-butyl 3-cyclobutyl-L-phenylalaninate). Isolated yield 81.0%. Reaction SMILES: Cl.[CH:2]1([C:6]2[CH:7]=[C:8]([CH:15]=[CH:16][CH:17]=2)[CH2:9][C@@H:10]([C:12]([OH:14])=[O:13])[NH2:11])[CH2:5][CH2:4][CH2:3]1.[CH3:18][C:19](=[CH2:21])[CH3:20].OS(O)(=O)=O.Cl>O1CCOCC1>[CH:2]1([C:6]2[CH:7]=[C:8]([CH:15]=[CH:16][CH:17]=2)[CH2:9][C@@H:10]([C:12]([O:14][C:19]([CH3:21])([CH3:20])[CH3:18])=[O:13])[NH2:11])[CH2:3][CH2:4][CH2:5]1 |f:0.1|. Reported procedure: According to example 54, 0.65 g of 3-cyclobutyl-L-phenylalanine HCl was treated with 25 mL of isobutylene in 25 mL of 1,4-dioxane in the presence of 0.5 mL of conc. H2SO4. Work-up in the usual manner followed by acidification of the free amine with ethereal HCl afforded 0.64 g (81%) of tert-butyl 3-cyclobutyl-L-phenylalaninate.HCl as a white powder, m.p. 173-174° C.